Dataset: the Open Reaction Database (ORD), a public repository of structured organic reaction records. Task: describe an organic reaction: reactants, conditions, products, and yield The reactants are BrCC(=O)NC1=C(C=CC=C1C(C)C)C(C)C (2-bromo-N-(2,6-diisopropylphenyl)acetamide), NCC1(CCCCC1)NC1=CC=CC=C1 ((1-aminomethylcyclohexyl)phenylamine), O (water). Solvent: CN(C=O)C (dimethylformamide). Run at time 48 hour. The product is C(C)(C)C1=C(C(=CC=C1)C(C)C)NC(CNCC1(CCCCC1)NC1=CC=CC=C1)=O (N-(2,6-diisopropylphenyl)-2-[(1-phenylamino-cyclohexylmethyl)amino]acetamide). Yield: 37.8%. As a reaction SMILES: Br[CH2:2][C:3]([NH:5][C:6]1[C:11]([CH:12]([CH3:14])[CH3:13])=[CH:10][CH:9]=[CH:8][C:7]=1[CH:15]([CH3:17])[CH3:16])=[O:4].[NH2:18][CH2:19][C:20]1([NH:26][C:27]2[CH:32]=[CH:31][CH:30]=[CH:29][CH:28]=2)[CH2:25][CH2:24][CH2:23][CH2:22][CH2:21]1.O>CN(C)C=O>[CH:15]([C:7]1[CH:8]=[CH:9][CH:10]=[C:11]([CH:12]([CH3:14])[CH3:13])[C:6]=1[NH:5][C:3](=[O:4])[CH2:2][NH:18][CH2:19][C:20]1([NH:26][C:27]2[CH:32]=[CH:31][CH:30]=[CH:29][CH:28]=2)[CH2:25][CH2:24][CH2:23][CH2:22][CH2:21]1)([CH3:17])[CH3:16]. Procedure: 580 mg (1.94 mmol) of 2-bromo-N-(2,6-diisopropylphenyl)acetamide are added to 400 mg (1.96 mmol) of (1-aminomethylcyclohexyl)phenylamine (obtained in Example 2/b) in 20 ml of dimethylformamide. The reaction medium is stirred at room temperature for 48 h. It is then poured into water and extracted with ethyl acetate. The organic phases are collected and washed with water. They are dried over sodium sulfate. The solvents are evaporated. The residue is chromatographed on silica gel (heptane/ethyl a... Starting materials: O1C(OCCC1)C\C=C/C1=NC=CC=C1 (Z-3-(1,3-dioxan-2-yl)-1-(2-pyridyl)-1-propene). The reagents and catalysts are [Pd] (palladium on carbon). Product: O1C(OCCC1)CCCC1=NC=CC=C1 (1-(1,3-Dioxan-2-yl)-3-(2-pyridyl)propane). Yield: 92.5%. As a reaction SMILES: [O:1]1[CH2:6][CH2:5][CH2:4][O:3][CH:2]1[CH2:7]/[CH:8]=[CH:9]\[C:10]1[CH:15]=[CH:14][CH:13]=[CH:12][N:11]=1>[Pd]>[O:1]1[CH2:6][CH2:5][CH2:4][O:3][CH:2]1[CH2:7][CH2:8][CH2:9][C:10]1[CH:15]=[CH:14][CH:13]=[CH:12][N:11]=1. Procedure details: Through a suspension of 800 mg (4.2 mmol) of olefin 149 and 100 mg of 10% palladium on carbon was bubbled a steady stream of hydrogen gas for a period of 10 min. The reaction mixture was then filtered through celite and concentrated to give 805 mg of the acetal 150 as a colorless oil. 1H NMR consistent with structure. The reactants are CC(C)(C)[O-], COc1ccc2[nH]ccc2c1, [K+], CN(C)C=O. Yields the product COc1ccc2c(ccn2N)c1. RXN SMILES: [CH3:12][C:13]([CH3:14])([O-:15])[CH3:16].[CH3:1][O:2][c:3]1[cH:4][c:5]2[cH:6][cH:7][nH:8][c:9]2[cH:10][cH:11]1.[K+:17].[O:18]=[CH:19][N:20]([CH3:21])[CH3:22]>>[CH3:1][O:2][c:3]1[cH:4][c:5]2[cH:6][cH:7][n:8]([NH2:20])[c:9]2[cH:10][cH:11]1. The reactants are C1CCOC1, COC(=O)OC, COC(=O)Cc1ccc(Cl)cc1, Cl, [H-], [Na+]. Yields the product COC(=O)C(C(=O)OC)c1ccc(Cl)cc1. Reaction SMILES: [CH2:22]1[O:23][CH2:24][CH2:25][CH2:26]1.[CH3:15][O:16][C:17]([O:18][CH3:20])=[O:19].[CH3:1][O:2][C:3]([CH2:4][c:5]1[cH:6][cH:7][c:8]([Cl:11])[cH:9][cH:10]1)=[O:12].[ClH:21].[H-:14].[Na+:13]>>[CH3:1][O:2][C:3]([CH:4]([c:5]1[cH:6][cH:7][c:8]([Cl:11])[cH:9][cH:10]1)[C:17]([O:16][CH3:15])=[O:18])=[O:12].